This data is from the Open Reaction Database (ORD), a public repository of structured organic reaction records. The task is: describe an organic reaction: reactants, conditions, products, and yield The reactants are CC(C)=CCCC(C)=CCCl, CCCCC, CO, Sc1nc2ccc(Cl)cc2[nH]1, [Na+], [OH-]. Yields the product CC(C)=CCCC(C)=CCSc1nc2cc(Cl)ccc2[nH]1. As a reaction SMILES: [CH2:14]([CH:15]=[C:16]([CH3:17])[CH2:18][CH2:19][CH:20]=[C:21]([CH3:22])[CH3:23])[Cl:24].[CH3:25][CH2:26][CH2:27][CH2:28][CH3:29].[CH3:30][OH:31].[Cl:1][c:2]1[cH:3][c:4]2[c:5]([n:6][c:7]([SH:9])[nH:8]2)[cH:10][cH:11]1.[Na+:13].[OH-:12]>>[Cl:1][c:2]1[cH:3][c:4]2[c:5]([nH:6][c:7]([S:9][CH2:14][CH:15]=[C:16]([CH3:17])[CH2:18][CH2:19][CH:20]=[C:21]([CH3:22])[CH3:23])[n:8]2)[cH:10][cH:11]1. Starting materials: COC(CCCCCCCN1C(N(C(=C1C1=CC=CC=C1)C1=CC=CC=C1)C1=CC=CC=C1)=O)=O (8-(2-oxo-3.4.5-triphenyl-4-imidazolin-1-yl)-caprylic acid methyl ester), [OH-].[Na+] (NaOH). Run in CO (methanol). Yields the product O=C1N(C(=C(N1C1=CC=CC=C1)C1=CC=CC=C1)C1=CC=CC=C1)CCCCCCCC(=O)O (8-(2-Oxo-3.4.5-triphenyl-4-imidazolin-1-yl)-caprylic acid). As a reaction SMILES: C[O:2][C:3](=[O:35])[CH2:4][CH2:5][CH2:6][CH2:7][CH2:8][CH2:9][CH2:10][N:11]1[C:15]([C:16]2[CH:21]=[CH:20][CH:19]=[CH:18][CH:17]=2)=[C:14]([C:22]2[CH:27]=[CH:26][CH:25]=[CH:24][CH:23]=2)[N:13]([C:28]2[CH:33]=[CH:32][CH:31]=[CH:30][CH:29]=2)[C:12]1=[O:34].[OH-].[Na+]>CO>[O:34]=[C:12]1[N:13]([C:28]2[CH:29]=[CH:30][CH:31]=[CH:32][CH:33]=2)[C:14]([C:22]2[CH:27]=[CH:26][CH:25]=[CH:24][CH:23]=2)=[C:15]([C:16]2[CH:17]=[CH:18][CH:19]=[CH:20][CH:21]=2)[N:11]1[CH2:10][CH2:9][CH2:8][CH2:7][CH2:6][CH2:5][CH2:4][C:3]([OH:35])=[O:2] |f:1.2|. Reported procedure: The product is prepared as described in example 18 from 7.5 g of 8-(2-oxo-3.4.5-triphenyl-4-imidazolin-1-yl)-caprylic acid methyl ester and 0.64 g of NaOH in 30 cc. of methanol. Further purification by chromatography on silicic acid gel using chloroform as eluant. Reactants: CS(=O)(=O)Cl, c1cnc2[nH]cc(-c3ccnc(NC4CCCCC4)n3)c2c1. Product: CS(=O)(=O)n1cc(-c2ccnc(NC3CCCCC3)n2)c2cccnc21. RXN SMILES: [CH3:23][S:24]([Cl:25])(=[O:26])=[O:27].[CH:1]1([NH:7][c:8]2[n:9][cH:10][cH:11][c:12](-[c:14]3[cH:15][nH:16][c:17]4[n:18][cH:19][cH:20][cH:21][c:22]34)[n:13]2)[CH2:2][CH2:3][CH2:4][CH2:5][CH2:6]1>>[CH:1]1([NH:7][c:8]2[n:9][cH:10][cH:11][c:12](-[c:14]3[cH:15][n:16]([S:24]([CH3:23])(=[O:26])=[O:27])[c:17]4[n:18][cH:19][cH:20][cH:21][c:22]34)[n:13]2)[CH2:2][CH2:3][CH2:4][CH2:5][CH2:6]1. The reactants are Cl.COC1=C(C=CC2=C1C[C@@H]1CCCN[C@H]1C2)OC ((4aS,10aS)-6,7-Dimethoxy-1,2,3,4,4a,5,10,10a-octahydro-benzo[g]quinoline hydrochloride), Br (HBr). Reaction conditions: temperature 170 celsius, time 1 hour. Yields the product Br.N1CCC[C@H]2CC3=C(C[C@H]12)C=CC(=C3O)O ((4aS,10aS)-1,2,3,4,4a,5,10,10a-Octahydro-benzo[g]quinoline-6,7-diol hydrobromide). Reaction SMILES: Cl.C[O:3][C:4]1[C:9]2[CH2:10][C@H:11]3[C@H:16]([CH2:17][C:8]=2[CH:7]=[CH:6][C:5]=1[O:18]C)[NH:15][CH2:14][CH2:13][CH2:12]3.[BrH:20]>>[BrH:20].[NH:15]1[C@@H:16]2[C@H:11]([CH2:10][C:9]3[C:4]([OH:3])=[C:5]([OH:18])[CH:6]=[CH:7][C:8]=3[CH2:17]2)[CH2:12][CH2:13][CH2:14]1 |f:0.1,3.4|. Procedure: Intermediate III (16 mg) was placed in a microwave reactor vial and 48% HBr (1 mL) was added. The reactor was sealed, and the mixture was stirred at 170° C. for 1 h under microwave irradiation. The precipitated product was filtered off and dried in vacuo. Yield of example 2a2: 11 mg as a solid. LC/MS (method 17): RT 1.27 min, ELSD 88%, UV 75.1%, MH+: 220.1. Starting materials: Cc1ccccc1-c1nc(C(=O)O)c(CCC23CC4CC(CC(C4)C2)C3)[nH]1, COC(=O)c1c(C)ccc(N)c1C. Yields the product COC(=O)c1c(C)ccc(NC(=O)c2nc(-c3ccccc3C)[nH]c2CCC23CC4CC(CC(C4)C2)C3)c1C. As a reaction SMILES: [C:1]12([CH2:11][CH2:12][c:13]3[c:14]([C:25](=[O:26])[OH:27])[n:15][c:16](-[c:18]4[c:19]([CH3:24])[cH:20][cH:21][cH:22][cH:23]4)[nH:17]3)[CH2:2][CH:3]3[CH2:4][CH:5]([CH2:6][CH:7]([CH2:8]1)[CH2:9]3)[CH2:10]2.[CH3:28][O:29][C:30]([c:31]1[c:32]([CH3:39])[c:33]([NH2:38])[cH:34][cH:35][c:36]1[CH3:37])=[O:40]>>[C:1]12([CH2:11][CH2:12][c:13]3[c:14]([C:25](=[O:26])[NH:38][c:33]4[c:32]([CH3:39])[c:31]([C:30]([O:29][CH3:28])=[O:40])[c:36]([CH3:37])[cH:35][cH:34]4)[n:15][c:16](-[c:18]4[c:19]([CH3:24])[cH:20][cH:21][cH:22][cH:23]4)[nH:17]3)[CH2:2][CH:3]3[CH2:4][CH:5]([CH2:6][CH:7]([CH2:8]1)[CH2:9]3)[CH2:10]2. Starting materials: CN(/C=C/C(=O)C1=NN(C=CC1=O)C1=CC(=CC=C1)OC)C (3-((E)-3-Dimethylamino-acryloyl)-1-(3-methoxy-phenyl)-1H-pyridazin-4-one), FC=1C=C2C(=CC=NC2=CC1)NN ((6-fluoro-quinolin-4-yl)-hydrazine). Product: FC=1C=C2C(=CC=NC2=CC1)N1N=CC=C1C1=NN(C=CC1=O)C1=CC(=CC=C1)OC (3-[2-(6-Fluoro-quinolin-4-yl)-2H-pyrazol-3-yl]-1-(3-methoxy-phenyl)-1H-pyridazin-4-one). As a reaction SMILES: C[N:2](C)/[CH:3]=[CH:4]/[C:5]([C:7]1[C:12](=[O:13])[CH:11]=[CH:10][N:9]([C:14]2[CH:19]=[CH:18][CH:17]=[C:16]([O:20][CH3:21])[CH:15]=2)[N:8]=1)=O.[F:23][C:24]1[CH:25]=[C:26]2[C:31](=[CH:32][CH:33]=1)[N:30]=[CH:29][CH:28]=[C:27]2[NH:34]N>>[F:23][C:24]1[CH:25]=[C:26]2[C:31](=[CH:32][CH:33]=1)[N:30]=[CH:29][CH:28]=[C:27]2[N:34]1[C:5]([C:7]2[C:12](=[O:13])[CH:11]=[CH:10][N:9]([C:14]3[CH:19]=[CH:18][CH:17]=[C:16]([O:20][CH3:21])[CH:15]=3)[N:8]=2)=[CH:4][CH:3]=[N:2]1. Reported procedure: The product was obtained starting from 3-((E)-3-Dimethylamino-acryloyl)-1-(3-methoxy-phenyl)-1H-pyridazin-4-one (A-5) and (6-fluoro-quinolin-4-yl)-hydrazine according to the method described for example 91. MS: M=414.3 (M+H)+ Starting materials: CCO, O=S1(=O)NC(C2CCCCC2)=Nc2c(Cl)ccc(-c3ccccn3)c21. The product is O=S1(=O)NC(C2CCCCC2)=Nc2cccc(-c3ccccn3)c21. Reaction SMILES: [CH3:26][CH2:27][OH:28].[Cl:1][c:2]1[cH:3][cH:4][c:5](-[c:20]2[n:21][cH:22][cH:23][cH:24][cH:25]2)[c:6]2[c:7]1[N:8]=[C:9]([CH:14]1[CH2:15][CH2:16][CH2:17][CH2:18][CH2:19]1)[NH:10][S:11]2(=[O:12])=[O:13]>>[cH:2]1[cH:3][cH:4][c:5](-[c:20]2[n:21][cH:22][cH:23][cH:24][cH:25]2)[c:6]2[c:7]1[N:8]=[C:9]([CH:14]1[CH2:15][CH2:16][CH2:17][CH2:18][CH2:19]1)[NH:10][S:11]2(=[O:12])=[O:13]. Reactants: CS(=O)(=O)Cl, Cl, Nc1ccc2c(c1)C(=O)C1(CC1)O2, c1ccncc1. Yields the product CS(=O)(=O)Nc1ccc2c(c1)C(=O)C1(CC1)O2. As a reaction SMILES: [CH3:14][S:15]([Cl:16])(=[O:17])=[O:18].[ClH:19].[NH2:1][c:2]1[cH:3][c:4]2[c:5]([cH:12][cH:13]1)[O:6][C:7]1([C:8]2=[O:9])[CH2:10][CH2:11]1.[cH:20]1[cH:21][cH:22][n:23][cH:24][cH:25]1>>[NH:1]([c:2]1[cH:3][c:4]2[c:5]([cH:12][cH:13]1)[O:6][C:7]1([C:8]2=[O:9])[CH2:10][CH2:11]1)[S:15]([CH3:14])(=[O:17])=[O:18]. Reactants: Cc1ccccc1, CCCCCCC(F)CO, O, Cc1ccc(S(=O)(=O)Cl)cc1, c1ccncc1. Product: CCCCCCC(F)COS(=O)(=O)c1ccc(C)cc1. RXN SMILES: [CH3:29][c:30]1[cH:31][cH:32][cH:33][cH:34][cH:35]1.[F:1][CH:2]([CH2:3][OH:4])[CH2:5][CH2:6][CH2:7][CH2:8][CH2:9][CH3:10].[OH2:28].[c:11]1([CH3:21])[cH:12][cH:13][c:14]([S:17](=[O:18])(=[O:19])[Cl:20])[cH:15][cH:16]1.[cH:22]1[cH:23][cH:24][n:25][cH:26][cH:27]1>>[F:1][CH:2]([CH2:3][O:4][S:17]([c:14]1[cH:13][cH:12][c:11]([CH3:21])[cH:16][cH:15]1)(=[O:18])=[O:19])[CH2:5][CH2:6][CH2:7][CH2:8][CH2:9][CH3:10]. Starting materials: C([O-])([O-])=O.[K+].[K+] (Potassium carbonate), [N+](=O)([O-])C1=C(ON)C=CC(=C1)[N+](=O)[O-] (2,4-dinitrophenoxyamine), ClC1=C(C(=C(C=C1)N1C(NC(=CC1=O)C(F)(F)F)=O)F)C=NOC (3-(4-chloro-2-fluoro-3-methoxyiminomethylphenyl)-2,4-dioxo-6-trifluoromethyl-1,2,3,4-tetrahydropyrimidine). Run in C(C)(=O)OCC (ethyl acetate). Reaction conditions: temperature 50 celsius, time 10 hour. Yields the product NN1C(N(C(C=C1C(F)(F)F)=O)C1=C(C(=C(C=C1)Cl)C=NOC)F)=O (1-Amino-3-(4-chloro-2-fluoro-3-methoxyiminomethylphenyl)-2,4-dioxo-6-trifluoromethyl-1,2,3,4-tetrahydropyrimidine). Reaction SMILES: C(=O)([O-])[O-].[K+].[K+].[N+:7](C1C=C([N+]([O-])=O)C=CC=1ON)([O-])=O.[Cl:21][C:22]1[CH:27]=[CH:26][C:25]([N:28]2[C:33](=[O:34])[CH:32]=[C:31]([C:35]([F:38])([F:37])[F:36])[NH:30][C:29]2=[O:39])=[C:24]([F:40])[C:23]=1[CH:41]=[N:42][O:43][CH3:44]>C(OCC)(=O)C>[NH2:7][N:30]1[C:31]([C:35]([F:36])([F:37])[F:38])=[CH:32][C:33](=[O:34])[N:28]([C:25]2[CH:26]=[CH:27][C:22]([Cl:21])=[C:23]([CH:41]=[N:42][O:43][CH3:44])[C:24]=2[F:40])[C:29]1=[O:39] |f:0.1.2|. Reported procedure: Potassium carbonate (132 g) and 2,4-dinitrophenoxyamine (104 g) were added to a solution of 3-(4-chloro-2-fluoro-3-methoxyiminomethylphenyl)-2,4-dioxo-6-trifluoromethyl-1,2,3,4-tetrahydropyrimidine (175 g) in 1 l of ethyl acetate, after which the reaction mixture was stirred for 10 hours at 50° C. and then cooled. The resulting solid portion was separated off and washed with diisopropyl ether. After combining the clear reaction solution and the ether phase, the mixture was washed once with water...